Dataset: the Open Reaction Database (ORD), a public repository of structured organic reaction records. Task: describe an organic reaction: reactants, conditions, products, and yield Starting materials: CCOC(=O)c1c(C)nn2ccc3c(c12)C(CC#N)CC3, CO, [Co], N. Product: CCOC(=O)c1c(C)nn2ccc3c(c12)C(CCN)CC3. As a reaction SMILES: [C:1](#[N:2])[CH2:3][CH:4]1[CH2:5][CH2:6][c:7]2[c:8]1[c:9]1[n:10]([cH:11][cH:12]2)[n:13][c:14]([CH3:21])[c:15]1[C:16](=[O:17])[O:18][CH2:19][CH3:20].[CH3:22][OH:23].[Co:25].[NH3:24]>>[CH2:1]([NH2:2])[CH2:3][CH:4]1[CH2:5][CH2:6][c:7]2[c:8]1[c:9]1[n:10]([cH:11][cH:12]2)[n:13][c:14]([CH3:21])[c:15]1[C:16](=[O:17])[O:18][CH2:19][CH3:20]. Starting materials: C(C)(=O)C1=CC=C2CCC(NC2=C1)=O (7-acetyl-3,4-dihydrocarbostyril), BrBr (bromine). The solvent is C(C)(=O)O (acetic acid), C(C)(=O)O (acetic acid). Conditions: temperature 20 celsius. The product is BrCC(=O)C1=CC=C2CCC(NC2=C1)=O (7-α-bromoacetyl-3,4-dihydrocarbostyril). As a reaction SMILES: [C:1]([C:4]1[CH:13]=[C:12]2[C:7]([CH2:8][CH2:9][C:10](=[O:14])[NH:11]2)=[CH:6][CH:5]=1)(=[O:3])[CH3:2].[Br:15]Br>C(O)(=O)C>[Br:15][CH2:2][C:1]([C:4]1[CH:13]=[C:12]2[C:7]([CH2:8][CH2:9][C:10](=[O:14])[NH:11]2)=[CH:6][CH:5]=1)=[O:3]. Reported procedure: 9.45 Grams of 7-acetyl-3,4-dihydrocarbostyril was dissolved in 30 ml of glacial acetic acid with stirring at 20° C., then a mixture of 2.6 ml of bromine with 10 ml of glacial acetic acid was added dropwise at a room temperature for 30 minutes with stirring. The reaction mixture was ice-cooled to precipitate crystals, and recrystalized from 50%-ethanol aqueous solution to obtain 7-α-bromoacetyl-3,4-dihydrocarbostyril. The reactants are CC1([C@@H]([C@@H]1\C=C(\C(OC)=O)/Cl)C(=O)Cl)C ((1R,cis) 2,2-dimethyl-3(Z)-[2-chloro-3-oxo-3-methoxy-propenyl]-cyclopropane-1-carboxylic acid chloride), O[C@@H]1C(=C(C(C1)=O)CC=C)C ((4S)-hydroxy-3-methyl-2-(2-propenyl)-2-cyclopenten-1-one). Solvent: C1=CC=CC=C1 (benzene). Product: CC1([C@@H]([C@@H]1\C=C(\C(OC)=O)/Cl)C(=O)OC1C(=C(C(C1)=O)CC=C)C)C (2-methyl-4-oxo-3-(2-propenyl)-2-cyclopenten-1-yl (1R,cis) 2,2-dimethyl-3(Z)-[2-chloro-3-oxo-3-methoxy-propenyl]-cyclopropane-1-carboxylate). Reaction SMILES: [CH3:1][C:2]1([CH3:15])[C@@H:4](/[CH:5]=[C:6](\[Cl:11])/[C:7](=[O:10])[O:8][CH3:9])[C@H:3]1[C:12](Cl)=[O:13].[OH:16][C@H:17]1[CH2:21][C:20](=[O:22])[C:19]([CH2:23][CH:24]=[CH2:25])=[C:18]1[CH3:26]>C1C=CC=CC=1>[CH3:1][C:2]1([CH3:15])[C@@H:4](/[CH:5]=[C:6](\[Cl:11])/[C:7](=[O:10])[O:8][CH3:9])[C@H:3]1[C:12]([O:16][CH:17]1[CH2:21][C:20](=[O:22])[C:19]([CH2:23][CH:24]=[CH2:25])=[C:18]1[CH3:26])=[O:13]. Procedure details: (1R,cis) 2,2-dimethyl-3(Z)-[2-chloro-3-oxo-3-methoxy-propenyl]-cyclopropane-1-carboxylic acid chloride and (4S)-hydroxy-3-methyl-2-(2-propenyl)-2-cyclopenten-1-one were reacted to obtain (S) 2-methyl-4-oxo-3-(2-propenyl)-2-cyclopenten-1-yl (1R,cis) 2,2-dimethyl-3(Z)-[2-chloro-3-oxo-3-methoxy-propenyl]-cyclopropane-1-carboxylate with a specific rotation of [α]D20 =-15°±4° (c=0.25% in benzene)